From a dataset of the Open Reaction Database (ORD), a public repository of structured organic reaction records. describe an organic reaction: reactants, conditions, products, and yield Reactants: O=C([O-])[O-], CO, CC(=O)c1ccc2c(c1)C1C=CCC1C(c1cc3c(cc1C#C[Si](C)(C)C)OCO3)N2, [K+], [K+], O. As a reaction SMILES: [C:1](=[O:2])([O-:3])[O-:4].[CH3:39][OH:40].[CH3:7][Si:8]([CH3:9])([CH3:10])[C:11]#[C:12][c:13]1[c:14]([CH:22]2[NH:23][c:24]3[cH:25][cH:26][c:27]([C:35]([CH3:36])=[O:37])[cH:28][c:29]3[CH:30]3[CH:31]2[CH2:32][CH:33]=[CH:34]3)[cH:15][c:16]2[c:17]([cH:21]1)[O:18][CH2:19][O:20]2.[K+:5].[K+:6].[OH2:38]>>[CH:11]#[C:12][c:13]1[c:14]([CH:22]2[NH:23][c:24]3[cH:25][cH:26][c:27]([C:35]([CH3:36])=[O:37])[cH:28][c:29]3[CH:30]3[CH:31]2[CH2:32][CH:33]=[CH:34]3)[cH:15][c:16]2[c:17]([cH:21]1)[O:18][CH2:19][O:20]2. The product is C#Cc1cc2c(cc1C1Nc3ccc(C(C)=O)cc3C3C=CCC31)OCO2. Starting materials: C(C1=CC=CC=C1)OC(=O)[C@@H]1[C@@H](CN(CC1)C(=O)OC(C)(C)C)C(=O)OC ((3S,4S)-1-tert-butyl 3-methyl 4-(benzyloxycarbonyl)piperidine-1,3-dicarboxylate), C(=O)(C(F)(F)F)O (TFA). Solvent: ClCCl (dichloromethane). Reaction conditions: temperature 0 celsius, time 1 hour. Product: C(C1=CC=CC=C1)OC(=O)[C@@H]1[C@@H](CNCC1)C(=O)OC ((3S,4S)-methyl 4-(benzyloxycarbonyl)piperidine-3-carboxylate). The yield is 85.3%. Reaction SMILES: [CH2:1]([O:8][C:9]([C@H:11]1[CH2:16][CH2:15][N:14](C(OC(C)(C)C)=O)[CH2:13][C@H:12]1[C:24]([O:26][CH3:27])=[O:25])=[O:10])[C:2]1[CH:7]=[CH:6][CH:5]=[CH:4][CH:3]=1.C(O)(C(F)(F)F)=O>ClCCl>[CH2:1]([O:8][C:9]([C@H:11]1[CH2:16][CH2:15][NH:14][CH2:13][C@H:12]1[C:24]([O:26][CH3:27])=[O:25])=[O:10])[C:2]1[CH:7]=[CH:6][CH:5]=[CH:4][CH:3]=1. Procedure: A solution of 260C (1.01 g, 2.58 mmol) in dichloromethane (50 mL) at 0° C. was treated with TFA (5 mL). The reaction mixture was stirred at 0° C. for 1.0 hour then allowed to slowly warm to room temperature and stirred for an additional 2.0 hours. The mixture was concentrated, and then azeotropically evaporated with MeOH and toluene. The residue was dissolved in dichloromethane and washed with saturated NaHCO3 (2×50 mL). The organic layer was dried over Na2SO4 and concentrated in vacuo to give 0... The reactants are CS(C)=O, CCN(C(C)C)C(C)C, ClCCl, O, Cc1cc(NC(=O)CCN2CCC(OC(=O)Nc3ccccc3-c3ccccc3)CC2)c(C)cc1CO, O=S(=O)=O, c1ccncc1. As a reaction SMILES: [CH3:38][S:39](=[O:40])[CH3:41].[CH:42]([N:43]([CH:44]([CH3:45])[CH3:46])[CH2:47][CH3:48])([CH3:49])[CH3:50].[Cl:61][CH2:62][Cl:63].[OH2:64].[OH:1][CH2:2][c:3]1[cH:4][c:5]([CH3:37])[c:6]([NH:10][C:11](=[O:12])[CH2:13][CH2:14][N:15]2[CH2:16][CH2:17][CH:18]([O:21][C:22]([NH:23][c:24]3[c:25](-[c:30]4[cH:31][cH:32][cH:33][cH:34][cH:35]4)[cH:26][cH:27][cH:28][cH:29]3)=[O:36])[CH2:19][CH2:20]2)[cH:7][c:8]1[CH3:9].[S:57](=[O:58])(=[O:59])=[O:60].[n:51]1[cH:52][cH:53][cH:54][cH:55][cH:56]1>>[O:1]=[CH:2][c:3]1[cH:4][c:5]([CH3:37])[c:6]([NH:10][C:11](=[O:12])[CH2:13][CH2:14][N:15]2[CH2:16][CH2:17][CH:18]([O:21][C:22]([NH:23][c:24]3[c:25](-[c:30]4[cH:31][cH:32][cH:33][cH:34][cH:35]4)[cH:26][cH:27][cH:28][cH:29]3)=[O:36])[CH2:19][CH2:20]2)[cH:7][c:8]1[CH3:9]. Product: Cc1cc(NC(=O)CCN2CCC(OC(=O)Nc3ccccc3-c3ccccc3)CC2)c(C)cc1C=O. The reactants are Cl.O1CCOCC1 (hydrochloric acid 1,4-dioxane), ClC=1C=C(C=C(C1)[C@H]1[C@@H](NC2(CCC(CC2)(C)C)[C@@]12C(NC1=CC(=CC=C21)Cl)=O)C(N[C@@H]2CC[C@H](CC2)O)=O)NC(OC(C)(C)C)=O (Tert-butyl (3-chloro-5-{(3′R,4′R,5′R)-6″-chloro-5′-[(trans-4-hydroxycyclohexyl)carbamoyl]-4,4-dimethyl-2″-oxo-1″,2″-dihydrodispiro[cyclohexane-1,2′-pyrrolidine-3′,3″-indole]-4′-yl}phenyl)carbamate), C([O-])(O)=O.[Na+] (sodium bicarbonate). Run in O1CCOCC1 (1,4-dioxane). Reaction conditions: time 24 hour. Yields the product NC=1C=C(C=C(C1)Cl)[C@H]1[C@@H](NC2(CCC(CC2)(C)C)[C@@]12C(NC1=CC(=CC=C21)Cl)=O)C(=O)N[C@@H]2CC[C@H](CC2)O ((3′R,4′R,5′R)-4′-(3-amino-5-chlorophenyl)-6″-chloro-N-(trans-4-hydroxycyclohexyl)-4,4-dimethyl-2″-oxo-1″,2″-dihydrodispiro[cyclohexane-1,2′-pyrrolidine-3′,3″-indole]-5′-carboxamide). Yield: 90.1%. As a reaction SMILES: Cl.O1CCOCC1.[Cl:8][C:9]1[CH:10]=[C:11]([NH:47]C(=O)OC(C)(C)C)[CH:12]=[C:13]([C@@H:15]2[C@@:26]3([C:34]4[C:29](=[CH:30][C:31]([Cl:35])=[CH:32][CH:33]=4)[NH:28][C:27]3=[O:36])[C:18]3([CH2:23][CH2:22][C:21]([CH3:25])([CH3:24])[CH2:20][CH2:19]3)[NH:17][C@H:16]2[C:37](=[O:46])[NH:38][C@H:39]2[CH2:44][CH2:43][C@H:42]([OH:45])[CH2:41][CH2:40]2)[CH:14]=1.C(=O)(O)[O-].[Na+]>O1CCOCC1>[NH2:47][C:11]1[CH:12]=[C:13]([C@@H:15]2[C@@:26]3([C:34]4[C:29](=[CH:30][C:31]([Cl:35])=[CH:32][CH:33]=4)[NH:28][C:27]3=[O:36])[C:18]3([CH2:23][CH2:22][C:21]([CH3:24])([CH3:25])[CH2:20][CH2:19]3)[NH:17][C@H:16]2[C:37]([NH:38][C@H:39]2[CH2:44][CH2:43][C@H:42]([OH:45])[CH2:41][CH2:40]2)=[O:46])[CH:14]=[C:9]([Cl:8])[CH:10]=1 |f:0.1,3.4|. Reported procedure: 4N hydrochloric acid/1,4-dioxane solution (1.16 ml, 4.64 mmol) was added to a 1,4-dioxane (6 ml) solution of the compound (321 mg, 0.47 mmol) obtained in Step 3 above and the resulting mixture was stirred at room temperature for 24 hours. Saturated sodium bicarbonate solution was added to the reaction mixture, followed by extraction with ethyl acetate. The organic layer was washed with brine and then dried over anhydrous sodium sulfate. The solvent was evaporated under reduced pressure and then ... Reactants: CCOCC (ether), COC=1C=C(C=CC1Cl)[C@H]1[C@@H](CC2=CC=CC=C12)N (trans-1-(3-methoxy-4-chlorophenyl)-2-indanamine), C(C)OC(CBr)OCC (2-bromoacetaldehyde diethyl acetal), C([O-])([O-])=O.[K+].[K+] (potassium carbonate). Run in CN(C)C=O (DMF). Reaction conditions: temperature 150 celsius, time 4 hour. Yields the product COC=1C=C(C=CC1Cl)C1C(CC2=CC=CC=C12)N (3-methoxy-4-chlorophenyl-2-indanamine). RXN SMILES: [CH3:1][O:2][C:3]1[CH:4]=[C:5]([C@@H:10]2[C:18]3[C:13](=[CH:14][CH:15]=[CH:16][CH:17]=3)[CH2:12][C@H:11]2[NH2:19])[CH:6]=[CH:7][C:8]=1[Cl:9].C(OC(OCC)CBr)C.C(=O)([O-])[O-].[K+].[K+].CCOCC>CN(C=O)C>[CH3:1][O:2][C:3]1[CH:4]=[C:5]([CH:10]2[C:18]3[C:13](=[CH:14][CH:15]=[CH:16][CH:17]=3)[CH2:12][CH:11]2[NH2:19])[CH:6]=[CH:7][C:8]=1[Cl:9] |f:2.3.4|. Reported procedure: A mixture of 1.0 grams(3.65 mmol) of Compound L from step B, 0.55 mL (3.65 mmol) 2-bromoacetaldehyde diethyl acetal, and 1.0 grams (7.3 mmol) anhydrous potassium carbonate in 35 mL dry DMF was stirred at 150° C. for 4 hours. After cooling to room temperature, the mixture was poured into 300 mL ether, washed with three 50 mL portions of water, dried (MgSO4) and evaporated. The residue was purified by flash chromatography, eluting with 1:1 hexane-ethyl acetate to give 1.1 grams (77%) of N-(2,2-die... Starting materials: C(C)OC(CC1=CSC2=C1C=CC(=C2)OCC=2C(=NC(=NC2)C)Cl)=O (ethyl(6-((4-chloro-2-methylpyrimidin-5-yl)methoxy)-1-benzothiophen-3-yl)acetate), Cl (HCl), [Li+].[OH-] (LiOH). Solvent: C1CCOC1 (THF), CCO (EtOH). Conditions: time 5 hour. Product: ClC1=NC(=NC=C1COC1=CC2=C(C(=CS2)CC(=O)O)C=C1)C ((6-((4-chloro-2-methylpyrimidin-5-yl)methoxy)-1-benzothiophen-3-yl)acetic acid). Yield: 27.8%. As a reaction SMILES: C([O:3][C:4](=[O:25])[CH2:5][C:6]1[C:10]2[CH:11]=[CH:12][C:13]([O:15][CH2:16][C:17]3[C:18]([Cl:24])=[N:19][C:20]([CH3:23])=[N:21][CH:22]=3)=[CH:14][C:9]=2[S:8][CH:7]=1)C.[Li+].[OH-].Cl>C1COCC1.CCO>[Cl:24][C:18]1[C:17]([CH2:16][O:15][C:13]2[CH:12]=[CH:11][C:10]3[C:6]([CH2:5][C:4]([OH:25])=[O:3])=[CH:7][S:8][C:9]=3[CH:14]=2)=[CH:22][N:21]=[C:20]([CH3:23])[N:19]=1 |f:1.2|. Procedure: To a mixture of ethyl(6-((4-chloro-2-methylpyrimidin-5-yl)methoxy)-1-benzothiophen-3-yl)acetate (70 mg) in THF (3 mL) and EtOH (2 mL) was added 4N LiOH (0.186 mL) at room temperature. The mixture was stirred at room temperature for 5 h. The mixture was neutralized with 1N HCl at room temperature and concentrated in vacuo. Water and saturated aqueous NH4Cl were poured into the residue and extracted with EtOAc. The organic layer was separated, dried over Na2SO4 and concentrated in vacuo. The resid... Conditions: temperature 100 celsius, time 12 hour. Solvent: CN(C)C=O (DMF). Reported procedure: 2-chloro-4,6-dimethylpyridine (CAS number: 30838-93-8) (400 mg) was added to DMF (3.3 mL). Sodium methoxide (28% solution in methanol, 2.6 mL) was added to the solution, and the mixture was stirred at 100° C. for 12 hours. The reaction mixture was partitioned by adding ethyl acetate and water. The organic layer was dried over anhydrous magnesium sulfate. The desiccant was removed by filtration. The filtrate was concentrated under reduced pressure to give the title compound (380 mg) as a 50% solu... Product: COC1=NC(=CC(=C1)C)C (2-methoxy-4,6-dimethylpyridine). RXN SMILES: Cl[C:2]1[CH:7]=[C:6]([CH3:8])[CH:5]=[C:4]([CH3:9])[N:3]=1.[CH3:10][O-:11].[Na+]>CN(C=O)C>[CH3:10][O:11][C:2]1[CH:7]=[C:6]([CH3:8])[CH:5]=[C:4]([CH3:9])[N:3]=1 |f:1.2|. Starting materials: ClC1=NC(=CC(=C1)C)C (2-chloro-4,6-dimethylpyridine), C[O-].[Na+] (Sodium methoxide). Reactants: [Li]CCCC, CC1(C)CCCC(C)(C)N1, Clc1cncc(Cl)n1, CI, C1CCOC1. Yields the product Cc1ncc(Cl)nc1Cl. Reaction SMILES: [CH2:1]([Li:2])[CH2:3][CH2:4][CH3:5].[CH3:6][C:7]1([CH3:8])[CH2:9][CH2:10][CH2:11][C:12]([CH3:13])([CH3:14])[NH:15]1.[Cl:16][c:17]1[n:18][c:19]([Cl:23])[cH:20][n:21][cH:22]1.[I:24][CH3:25].[O:26]1[CH2:27][CH2:28][CH2:29][CH2:30]1>>[CH3:1][c:22]1[c:17]([Cl:16])[n:18][c:19]([Cl:23])[cH:20][n:21]1.